From a dataset of the Open Reaction Database (ORD), a public repository of structured organic reaction records. describe an organic reaction: reactants, conditions, products, and yield The reactants are C(C)OC(CC(C1=CC=CC=C1)=O)=O (benzoylacetic acid ethyl ester), NC1=CC(=NN1C)C (5-amino-1,3-dimethylpyrazole). Run in O (water). Reaction conditions: temperature 120 celsius, time 8 hour. The product is CN1N=C(C=2C1=NC(=CC2O)C2=CC=CC=C2)C (1,3-Dimethyl-4-hydroxy-6-phenyl-1H-pyrazolo[3,4-b]pyridine). Reaction SMILES: C(O[C:4](=[O:14])[CH2:5][C:6](=O)[C:7]1[CH:12]=[CH:11][CH:10]=[CH:9][CH:8]=1)C.[NH2:15][C:16]1[N:20]([CH3:21])[N:19]=[C:18]([CH3:22])[CH:17]=1>O>[CH3:21][N:20]1[C:16]2=[N:15][C:6]([C:7]3[CH:8]=[CH:9][CH:10]=[CH:11][CH:12]=3)=[CH:5][C:4]([OH:14])=[C:17]2[C:18]([CH3:22])=[N:19]1. Procedure details: 96 gms. of benzoylacetic acid ethyl ester (0.5 mol.) are added dropwise to a stirred mixture of 55.5 gms. of 5-amino-1,3-dimethylpyrazole (0.5 mol) and 250 gms. of polyphosphorus acid heated to 120° C. After the reaction has occurred, which can be recognized by the changing of the color, the whole is heated for an additional hour at 120° C. After the mixture has cooled to room temperature, 600 ml. of water are added and stirring is continued until the compound becomes crystalline. The mixture is... Reactants: C=O, O=CO, O=C(CCC(=O)N1CCC(c2ccc(Cl)cc2)CC1)c1ccc2c(c1)CCNCC2, [Na+], [OH-], O. The product is CN1CCc2ccc(C(=O)CCC(=O)N3CCC(c4ccc(Cl)cc4)CC3)cc2CC1. RXN SMILES: [CH2:31]=[O:32].[CH:33]([OH:34])=[O:35].[Cl:1][c:2]1[cH:3][cH:4][c:5]([CH:8]2[CH2:9][CH2:10][N:11]([C:14]([CH2:15][CH2:16][C:17](=[O:18])[c:19]3[cH:20][c:21]4[c:22]([cH:28][cH:29]3)[CH2:23][CH2:24][NH:25][CH2:26][CH2:27]4)=[O:30])[CH2:12][CH2:13]2)[cH:6][cH:7]1.[Na+:37].[OH-:36].[OH2:38]>>[Cl:1][c:2]1[cH:3][cH:4][c:5]([CH:8]2[CH2:9][CH2:10][N:11]([C:14]([CH2:15][CH2:16][C:17](=[O:18])[c:19]3[cH:20][c:21]4[c:22]([cH:28][cH:29]3)[CH2:23][CH2:24][N:25]([CH3:33])[CH2:26][CH2:27]4)=[O:30])[CH2:12][CH2:13]2)[cH:6][cH:7]1.